From a dataset of the Open Reaction Database (ORD), a public repository of structured organic reaction records. describe an organic reaction: reactants, conditions, products, and yield The reactants are NC1=C(C=CC(N1C1=C(C=C(OCCCCCN[C@@H](CC(C)C)C(=O)OC(C)(C)C)C=C1F)F)=O)C(C1=C(C=C(C=C1)F)F)=O (tert-butyl N-(5-{4-[6-amino-5-(2,4-difluorobenzoyl)-2-oxopyridin-1(2H)-yl]-3,5-difluorophenoxy}pentyl)-L-leucinate), C(=O)(C(F)(F)F)O (TFA). Solvent: C(Cl)Cl (DCM). Reaction conditions: time 20 hour. The product is NC1=C(C=CC(N1C1=C(C=C(OCCCCCN[C@@H](CC(C)C)C(=O)O)C=C1F)F)=O)C(C1=C(C=C(C=C1)F)F)=O (N-(5-{4-[6-amino-5-(2,4-difluorobenzoyl)-2-oxopyridin-1(2H)-yl]-3,5-difluorophenoxy}pentyl)-L-leucine). Reaction SMILES: [NH2:1][C:2]1[N:7]([C:8]2[C:32]([F:33])=[CH:31][C:11]([O:12][CH2:13][CH2:14][CH2:15][CH2:16][CH2:17][NH:18][C@H:19]([C:24]([O:26]C(C)(C)C)=[O:25])[CH2:20][CH:21]([CH3:23])[CH3:22])=[CH:10][C:9]=2[F:34])[C:6](=[O:35])[CH:5]=[CH:4][C:3]=1[C:36](=[O:45])[C:37]1[CH:42]=[CH:41][C:40]([F:43])=[CH:39][C:38]=1[F:44].C(O)(C(F)(F)F)=O>C(Cl)Cl>[NH2:1][C:2]1[N:7]([C:8]2[C:9]([F:34])=[CH:10][C:11]([O:12][CH2:13][CH2:14][CH2:15][CH2:16][CH2:17][NH:18][C@H:19]([C:24]([OH:26])=[O:25])[CH2:20][CH:21]([CH3:23])[CH3:22])=[CH:31][C:32]=2[F:33])[C:6](=[O:35])[CH:5]=[CH:4][C:3]=1[C:36](=[O:45])[C:37]1[CH:42]=[CH:41][C:40]([F:43])=[CH:39][C:38]=1[F:44]. Procedure details: From Example 54. To a solution of tert-butyl N-(5-{4-[6-amino-5-(2,4-difluorobenzoyl)-2-oxopyridin-1(2H)-yl]-3,5-difluorophenoxy}pentyl)-L-leucinate (21 mg, 0.04 mmol) in DCM (2.5 ml) was added TFA (2.5 ml). The mixture was stirred at room temperature for 20 hours, before concentrating under reduced pressure. The residue was dissolved in minimal MeOH and azeotroped with 1:1 toluene/DCM three times. The title compound was afforded as a cream coloured solid as the mono-TFA salt (21 mg, 92% yield). The reactants are C=1(C(=CC=CC1)C(=O)[C@@H]1[C@@H](C1)C(=O)O)C1=CC=CC=C1 (cis-2-(p-biphenylcarbonyl)-cyclopropanecarboxylic acid), NN (hydrazine). The solvent is C(C)O (ethanol). Product: C1(=C(C=CC=C1)C=1C2CC2C(NN1)=O)C1=CC=CC=C1 (2-(p-biphenylyl)-3,4-diazabicyclo[4.1.0]hept-2-en-5-one). The yield is 95.7%. Reaction SMILES: [C:1]1([C:15]2[CH:20]=[CH:19][CH:18]=[CH:17][CH:16]=2)[C:2]([C:7]([C@H:9]2[CH2:11][C@H:10]2[C:12](O)=[O:13])=O)=[CH:3][CH:4]=[CH:5][CH:6]=1.[NH2:21][NH2:22]>C(O)C>[C:1]1([C:15]2[CH:20]=[CH:19][CH:18]=[CH:17][CH:16]=2)[CH:6]=[CH:5][CH:4]=[CH:3][C:2]=1[C:7]1[CH:9]2[CH:10]([C:12](=[O:13])[NH:21][N:22]=1)[CH2:11]2. Procedure: 7.0 g (26.3 millimoles) of cis-2-(p-biphenylcarbonyl)-cyclopropanecarboxylic acid, 1.45 g (29.0 millimoles) of hydrazine and 100 ml of ethanol are refluxed for 8 hours. After filtering off the product at 0° C. and drying it under reduced pressure at 50° C., 6.6 g (96% of theory) of 2-(p-biphenylyl)-3,4-diazabicyclo[4.1.0]hept-2-en-5-one are obtained as colorless crystals, of melting point 220°-221° C. after recrystallization from ethanol. The reactants are O=C(NC1(c2ccccc2)CCCCC1)OCc1ccccc1, CO. The product is NC1(c2ccccc2)CCCCC1. As a reaction SMILES: [CH2:1]([O:2][C:3](=[O:4])[NH:10][C:11]1([c:17]2[cH:18][cH:19][cH:20][cH:21][cH:22]2)[CH2:12][CH2:13][CH2:14][CH2:15][CH2:16]1)[c:5]1[cH:6][cH:7][cH:8][cH:9][cH:23]1.[CH3:24][OH:25]>>[NH2:10][C:11]1([c:17]2[cH:18][cH:19][cH:20][cH:21][cH:22]2)[CH2:12][CH2:13][CH2:14][CH2:15][CH2:16]1. The reactants are [Sb](Cl)(Cl)(Cl)(Cl)Cl (antimony pentachloride), C(CCC)OP(=O)(OCCCC)OCCCC (tributylphosphate). The solvent is C(Cl)Cl (methylene chloride), C(Cl)Cl (methylene chloride), C(Cl)Cl (methylene chloride). Conditions: time 1 hour. The product is [Sb](Cl)(Cl)(Cl)(Cl)Cl.P(=O)(OCCCC)([O-])[O-] (Antimony Pentachloride Butyl Phosphate). As a reaction SMILES: [Sb:1]([Cl:6])([Cl:5])([Cl:4])([Cl:3])[Cl:2].[CH2:7]([O:11][P:12]([O:19]CCCC)([O:14]CCCC)=[O:13])[CH2:8][CH2:9][CH3:10]>C(Cl)Cl>[Sb:1]([Cl:6])([Cl:5])([Cl:4])([Cl:3])[Cl:2].[P:12]([O-:19])([O-:14])([O:11][CH2:7][CH2:8][CH2:9][CH3:10])=[O:13] |f:3.4|. Procedure details: In a round bottom flask under a nitrogen atmosphere, 8.01 g (0.0268 M) of antimony pentachloride was dissolved in 100 ml of methylene chloride. To this yellow solution was added dropwise with stirring a solution of 7.13 g (0.0268 M) of tributylphosphate in 20 ml of methylene chloride. The addition was accomplished at a rate such that the exotherm did not become excessive, the temperature being kept below the reflux temperature of methylene chloride (cooling should not be required). By the end of... Procedure: To a solution of 8 g of 4-{1-[2-(4-Acetyl-3,5-dimethyl-piperazin-1-yl)-pyridin-4-yl]-1H-[1,2,4]triazol-3-ylamino}-benzoic acid (18.3 mMol, 1.00 equiv) in 150 mL of NMP was added 9 mL of Hunig's base followed by 6 g of DPPA (21.8 mMol, 1.19 equiv). The reaction was stirred for 30 min at 25° C. To the reaction mixture was then added 200 mL of TFA and the resulting solution was warmed to 90° C. for 12 hr. After cooling to 25° C., the reaction was quenched with 200 mL of concentrated ammonium hydrox... Yield: 33.6%. Yields the product NC1=CC=C(C=C1)NC1=NN(C=N1)C1=CC(=NC=C1)N1CC(N(C(C1)C)C(C)=O)C (1-(4-{4-[3-(4-Amino-phenylamino)-[1,2,4]triazol-1-yl]-pyridin-2-yl}-2,6-dimethyl-piperazin-1-yl)-ethanone). The reactants are C(C)(=O)N1C(CN(CC1C)C1=NC=CC(=C1)N1N=C(N=C1)NC1=CC=C(C(=O)O)C=C1)C (4-{1-[2-(4-Acetyl-3,5-dimethyl-piperazin-1-yl)-pyridin-4-yl]-1H-[1,2,4]triazol-3-ylamino}-benzoic acid), CCN(C(C)C)C(C)C (Hunig's base), C(=O)(C(F)(F)F)O (TFA), Cl (HCl), C=1C=CC(=CC1)P(=O)(C=2C=CC=CC2)N=[N+]=[N-] (DPPA), Cl (HCl). Run at temperature 25 celsius, time 30 minute. Solvent: CO (MeOH), CN1CCCC1=O (NMP). As a reaction SMILES: [C:1]([N:4]1[CH:9]([CH3:10])[CH2:8][N:7]([C:11]2[CH:16]=[C:15]([N:17]3[CH:21]=[N:20][C:19]([NH:22][C:23]4[CH:31]=[CH:30][C:26](C(O)=O)=[CH:25][CH:24]=4)=[N:18]3)[CH:14]=[CH:13][N:12]=2)[CH2:6][CH:5]1[CH3:32])(=[O:3])[CH3:2].CC[N:35](C(C)C)C(C)C.C1C=CC(P(N=[N+]=[N-])(C2C=CC=CC=2)=O)=CC=1.C(O)(C(F)(F)F)=O.Cl>CN1C(=O)CCC1.CO>[NH2:35][C:26]1[CH:30]=[CH:31][C:23]([NH:22][C:19]2[N:20]=[CH:21][N:17]([C:15]3[CH:14]=[CH:13][N:12]=[C:11]([N:7]4[CH2:6][CH:5]([CH3:32])[N:4]([C:1](=[O:3])[CH3:2])[CH:9]([CH3:10])[CH2:8]4)[CH:16]=3)[N:18]=2)=[CH:24][CH:25]=1. Starting materials: BrC=1C=CC2=C(NC(CC(=N2)C2=CN=NC=C2)=O)C1 (8-bromo-4-(pyridazin-4-yl)-1H-benzo[b][1,4]diazepin-2(3H)-one), S1C(=CC=C1)B(O)O (thiophene-2-boronic acid). Product: S1C(=CC=C1)C=1C=CC2=C(NC(CC(=N2)C2=CN=NC=C2)=O)C1 (8-(Thiophen-2-yl)-4-(pyridazin-4-yl)-1H-benzo[b][1,4]diazepin-2(3H)-one), solid. Yield: 51.0%. RXN SMILES: Br[C:2]1[CH:3]=[CH:4][C:5]2[N:11]=[C:10]([C:12]3[CH:17]=[CH:16][N:15]=[N:14][CH:13]=3)[CH2:9][C:8](=[O:18])[NH:7][C:6]=2[CH:19]=1.[S:20]1[CH:24]=[CH:23][CH:22]=[C:21]1B(O)O>>[S:20]1[CH:24]=[CH:23][CH:22]=[C:21]1[C:2]1[CH:3]=[CH:4][C:5]2[N:11]=[C:10]([C:12]3[CH:17]=[CH:16][N:15]=[N:14][CH:13]=3)[CH2:9][C:8](=[O:18])[NH:7][C:6]=2[CH:19]=1. Procedure details: The title compound was prepared from 8-bromo-4-(pyridazin-4-yl)-1H-benzo[b][1,4]diazepin-2(3H)-one (Example 1; 1 mmol) and commercial available thiophene-2-boronic acid (CAS-No: 6165-68-0)) (1.5 mmol) according to the general procedure G. Obtained as a yellow solid (51%), MS (EI) 321 [(M+1)+]. The reactants are CO, CCC(=O)NCCOc1ncc(C(=O)N2C(CC(C)C)COC2(C)C)cc1-c1ccc(Cl)cc1, CC1(C)C2CCC1(CS(=O)(=O)O)C(=O)C2, O. Yields the product CCC(=O)NCCOc1ncc(C(=O)NC(CO)CC(C)C)cc1-c1ccc(Cl)cc1. As a reaction SMILES: [CH3:51][OH:52].[Cl:1][c:2]1[cH:3][cH:4][c:5](-[c:8]2[c:9]([O:27][CH2:28][CH2:29][NH:30][C:31]([CH2:32][CH3:33])=[O:34])[n:10][cH:11][c:12]([C:14](=[O:15])[N:16]3[C:17]([CH3:25])([CH3:26])[O:18][CH2:19][CH:20]3[CH2:21][CH:22]([CH3:23])[CH3:24])[cH:13]2)[cH:6][cH:7]1.[O:35]=[S:36](=[O:37])([OH:38])[CH2:39][C:40]12[CH2:41][CH2:42][CH:43]([C:44]1([CH3:45])[CH3:46])[CH2:47][C:48]2=[O:49].[OH2:50]>>[Cl:1][c:2]1[cH:3][cH:4][c:5](-[c:8]2[c:9]([O:27][CH2:28][CH2:29][NH:30][C:31]([CH2:32][CH3:33])=[O:34])[n:10][cH:11][c:12]([C:14](=[O:15])[NH:16][CH:20]([CH2:19][OH:18])[CH2:21][CH:22]([CH3:23])[CH3:24])[cH:13]2)[cH:6][cH:7]1. Reactants: CC(=O)Nc1ccc(CCC(=O)O)cn1, COCCNC(=O)c1ccc(CCC(=O)NCC(=O)N(C)c2ccc(Cl)c(COc3cccc4c3nc(OC)n4Cc3ccccn3)c2Cl)cc1, COc1nc2c(OCc3c(Cl)ccc(N(C)C(=O)CN)c3Cl)cccc2n1Cc1ccccn1. Product: COc1nc2c(OCc3c(Cl)ccc(N(C)C(=O)CNC(=O)CCc4ccc(NC(C)=O)nc4)c3Cl)cccc2n1Cc1ccccn1. As a reaction SMILES: [C:35]([CH3:36])(=[O:37])[NH:38][c:39]1[cH:40][cH:41][c:42]([CH2:45][CH2:46][C:47](=[O:48])[OH:49])[cH:43][n:44]1.[Cl:50][c:51]1[c:52]([CH2:53][O:54][c:55]2[c:56]3[n:57][c:58]([O:59][CH3:60])[n:61]([CH2:62][c:63]4[cH:64][cH:65][cH:66][cH:67][n:68]4)[c:69]3[cH:70][cH:71][cH:72]2)[c:73]([Cl:74])[cH:75][cH:76][c:77]1[N:78]([CH3:79])[C:80](=[O:81])[CH2:82][NH:83][C:84](=[O:85])[CH2:86][CH2:87][c:88]1[cH:89][cH:90][c:91]([C:92]([NH:93][CH2:94][CH2:95][O:96][CH3:97])=[O:98])[cH:99][cH:100]1.[NH2:1][CH2:2][C:3](=[O:4])[N:5]([CH3:6])[c:7]1[c:8]([Cl:34])[c:9]([CH2:14][O:15][c:16]2[cH:17][cH:18][cH:19][c:20]3[n:21]([CH2:27][c:28]4[n:29][cH:30][cH:31][cH:32][cH:33]4)[c:22]([O:25][CH3:26])[n:23][c:24]23)[c:10]([Cl:13])[cH:11][cH:12]1>>[NH:1]([CH2:2][C:3](=[O:4])[N:5]([CH3:6])[c:7]1[c:8]([Cl:34])[c:9]([CH2:14][O:15][c:16]2[cH:17][cH:18][cH:19][c:20]3[n:21]([CH2:27][c:28]4[n:29][cH:30][cH:31][cH:32][cH:33]4)[c:22]([O:25][CH3:26])[n:23][c:24]23)[c:10]([Cl:13])[cH:11][cH:12]1)[C:47]([CH2:46][CH2:45][c:42]1[cH:41][cH:40][c:39]([NH:38][C:35]([CH3:36])=[O:37])[n:44][cH:43]1)=[O:48].